Dataset: the Open Reaction Database (ORD), a public repository of structured organic reaction records. Task: describe an organic reaction: reactants, conditions, products, and yield The reactants are CSc1cccc(-n2c(C)c3c(c2C)C(C)(C(N)=O)CC3(C)C)c1, CC(C)=O, O=COO. The product is Cc1c2c(c(C)n1-c1cccc(S(C)=O)c1)C(C)(C(N)=O)CC2(C)C. RXN SMILES: [CH3:1][S:2][c:3]1[cH:4][c:5](-[n:9]2[c:10]([CH3:24])[c:11]3[c:12]([c:13]2[CH3:14])[C:15]([C:20](=[O:21])[NH2:22])([CH3:23])[CH2:16][C:17]3([CH3:18])[CH3:19])[cH:6][cH:7][cH:8]1.[CH3:29][C:30](=[O:31])[CH3:32].[CH:25](=[O:26])[O:27][OH:28]>>[CH3:1][S:2]([c:3]1[cH:4][c:5](-[n:9]2[c:10]([CH3:24])[c:11]3[c:12]([c:13]2[CH3:14])[C:15]([C:20](=[O:21])[NH2:22])([CH3:23])[CH2:16][C:17]3([CH3:18])[CH3:19])[cH:6][cH:7][cH:8]1)=[O:26]. Yields the product FC1(CN(C1)C1=CC(=NC=N1)N1NC=C(C1=O)N1C=NC(=C1)C#N)F (1-{2-[6-(3,3-Difluoroazetidin-1-yl)pyrimidin-4-yl]-3-oxo-2,3-dihydro-1H-pyrazol-4-yl}-1H-imidazole-4-carbonitrile). Procedure details: A mixture of 120 mg (0.8 mmol) of the compound from Example 11A, 129 mg (1.0 mmol) of 3,3-difluoroazetidine hydrochloride and 174 μl (129 mg, 1.0 mmol) of N-ethyl-N-(propan-2-yl)propane-2-amine in 3 ml of water is stirred at 100° C. for 16 h. Following the addition of 32 μl (47 mg, 0.4 mmol) of trifluoroacetic acid and 194 mg (0.8 mmol) of the compound from Example 6A, the reaction mixture is stirred at 100° C. for 16 h. The precipitated solid is filtered off and washed first with water and then... Conditions: temperature 100 celsius, time 16 hour. Run in O (water). The reactants are ClC1=NC=NC(=C1)NN (4-Chloro-6-hydrazinopyrimidine), Cl.FC1(CNC1)F (3,3-difluoroazetidine hydrochloride), C(C)N(C(C)C)C(C)C (N-ethyl-N-(propan-2-yl)propane-2-amine), FC(C(=O)O)(F)F (trifluoroacetic acid), CN(C)C=C(C(=O)OCC)N1C=NC(=C1)C#N (Ethyl 3-(N,N-dimethylamino)-2-(4-cyano-1H-imidazol-1-yl)acrylate). As a reaction SMILES: Cl[C:2]1[CH:7]=[C:6]([NH:8][NH2:9])[N:5]=[CH:4][N:3]=1.Cl.[F:11][C:12]1([F:16])[CH2:15][NH:14][CH2:13]1.C(N(C(C)C)C(C)C)C.FC(F)(F)C(O)=O.CN([CH:36]=[C:37]([N:43]1[CH:47]=[C:46]([C:48]#[N:49])[N:45]=[CH:44]1)[C:38](OCC)=[O:39])C>O>[F:11][C:12]1([F:16])[CH2:15][N:14]([C:2]2[N:3]=[CH:4][N:5]=[C:6]([N:8]3[C:38](=[O:39])[C:37]([N:43]4[CH:47]=[C:46]([C:48]#[N:49])[N:45]=[CH:44]4)=[CH:36][NH:9]3)[CH:7]=2)[CH2:13]1 |f:1.2|.